Dataset: the Open Reaction Database (ORD), a public repository of structured organic reaction records. Task: describe an organic reaction: reactants, conditions, products, and yield Starting materials: O=C1CCC(=O)N1Br, CC#N, CCO, O=C1Cc2ccccc2N1. RXN SMILES: [Br:11][N:12]1[C:13](=[O:14])[CH2:15][CH2:16][C:17]1=[O:18].[CH3:19][C:20]#[N:21].[CH3:22][CH2:23][OH:24].[NH:1]1[C:2](=[O:10])[CH2:3][c:4]2[cH:5][cH:6][cH:7][cH:8][c:9]21>>[NH:1]1[C:2](=[O:10])[CH2:3][c:4]2[cH:5][c:6]([Br:11])[cH:7][cH:8][c:9]21. Product: O=C1Cc2cc(Br)ccc2N1.